From a dataset of the Open Reaction Database (ORD), a public repository of structured organic reaction records. describe an organic reaction: reactants, conditions, products, and yield Reactants: C(C)(C)(C)OC(=O)NC1CC(C2=C(NC1=O)C=CC=C2)=O (3-tertbutyloxycarbonylamino-2,3,4,5-tetrahydro-2,5-dioxobenzo[b]azepine), C([O-])([O-])=O.[K+].[K+] (potassium carbonate), CI (methyl iodide). Run in CN(C)C=O (DMF), C(C)(=O)OCC (ethyl acetate), C(O)([O-])=O.[Na+] (sodium hydrogen carbonate). Conditions: time 4 hour. The product is CN1C(C(CC(C2=C1C=CC=C2)=O)NC(=O)OC(C)(C)C)=O (1-methyl-3-tertbutyloxycarbonylamino-2,3,4,5-tetrahydro-2,5-dioxobenzazepine). The yield is 78.3%. As a reaction SMILES: [C:1]([O:5][C:6]([NH:8][CH:9]1[C:15](=[O:16])[NH:14][C:13]2[CH:17]=[CH:18][CH:19]=[CH:20][C:12]=2[C:11](=[O:21])[CH2:10]1)=[O:7])([CH3:4])([CH3:3])[CH3:2].[C:22](=O)([O-])[O-].[K+].[K+].CI>CN(C=O)C.C(OCC)(=O)C.C(=O)([O-])O.[Na+]>[CH3:22][N:14]1[C:13]2[CH:17]=[CH:18][CH:19]=[CH:20][C:12]=2[C:11](=[O:21])[CH2:10][CH:9]([NH:8][C:6]([O:5][C:1]([CH3:4])([CH3:2])[CH3:3])=[O:7])[C:15]1=[O:16] |f:1.2.3,7.8|. Procedure details: A solution of 3-tertbutyloxycarbonylamino-2,3,4,5-tetrahydro-2,5-dioxobenzo[b]azepine (5 g, 17.2 mmole) in DMF (50 mL) was treated with potassium carbonate (4.76 g, 34.4 mmole) and methyl iodide (4.88 g, 34.4 mmole). The reaction was stirred at ambient temperature for 4 hours. The mixture was diluted with ethyl acetate (300 ml) and saturated aqueous sodium hydrogen carbonate (500 ml). The organic layer was separated and the aqueous layer was extracted again with ethyl acetate (2×300 ml). The org...